This data is from the Open Reaction Database (ORD), a public repository of structured organic reaction records. The task is: describe an organic reaction: reactants, conditions, products, and yield The reactants are C1(C=2C(C(N1CC1=CC=C(CBr)C=C1)=O)=CC=CC2)=O (4-phthalimidomethylbenzyl bromide), C1(=CC=CC=C1)P(C1=CC=CC=C1)C1=CC=CC=C1 (triphenylphosphine). Run in C1=CC=CC=C1 (benzene). Product: [Br-].C1(C=2C(C(N1CC1=CC=C(C[P+](C3=CC=CC=C3)(C3=CC=CC=C3)C3=CC=CC=C3)C=C1)=O)=CC=CC2)=O (4-phthalimidomethylbenzyltriphenylphosphonium bromide). The yield is 67.8%. RXN SMILES: [C:1]1(=[O:20])[N:5]([CH2:6][C:7]2[CH:14]=[CH:13][C:10]([CH2:11][Br:12])=[CH:9][CH:8]=2)[C:4](=[O:15])[C:3]2=[CH:16][CH:17]=[CH:18][CH:19]=[C:2]12.[C:21]1([P:27]([C:34]2[CH:39]=[CH:38][CH:37]=[CH:36][CH:35]=2)[C:28]2[CH:33]=[CH:32][CH:31]=[CH:30][CH:29]=2)[CH:26]=[CH:25][CH:24]=[CH:23][CH:22]=1>C1C=CC=CC=1>[Br-:12].[C:1]1(=[O:20])[N:5]([CH2:6][C:7]2[CH:14]=[CH:13][C:10]([CH2:11][P+:27]([C:28]3[CH:29]=[CH:30][CH:31]=[CH:32][CH:33]=3)([C:34]3[CH:39]=[CH:38][CH:37]=[CH:36][CH:35]=3)[C:21]3[CH:22]=[CH:23][CH:24]=[CH:25][CH:26]=3)=[CH:9][CH:8]=2)[C:4](=[O:15])[C:3]2=[CH:16][CH:17]=[CH:18][CH:19]=[C:2]12 |f:3.4|. Procedure: To 29.2 g of 4-phthalimidomethylbenzyl bromide, were added 400 ml of benzene and 23.2 g of triphenylphosphine. The mixture was heated under reflux for 2 hours. The reaction mixture was cooled in ice. The crystals precipitated out of the reaction mixture were collected by filtration and washed thoroughly with benzene to yield 35.5 g of 4-phthalimidomethylbenzyltriphenylphosphonium bromide; m.p. 245°-246° C. Starting materials: O=C(O)c1ccc(Br)c(Cl)n1, CS(C)=O, Cl, CC(O)C(F)(F)F, [K+], [OH-]. Product: CC(Oc1nc(C(=O)O)ccc1Br)C(F)(F)F. RXN SMILES: [Br:1][c:2]1[cH:3][cH:4][c:5]([C:9](=[O:10])[OH:11])[n:6][c:7]1[Cl:8].[CH3:22][S:23]([CH3:24])=[O:25].[ClH:21].[F:14][C:15]([CH:16]([CH3:17])[OH:18])([F:19])[F:20].[K+:13].[OH-:12]>>[Br:1][c:2]1[cH:3][cH:4][c:5]([C:9](=[O:10])[OH:11])[n:6][c:7]1[O:18][CH:16]([C:15]([F:14])([F:19])[F:20])[CH3:17]. Starting materials: Brc1cnc2c(c1)CC1(CN3CCC1CC3)O2, CC[Sn](CC)(CC)c1ncco1. The product is c1coc(-c2cnc3c(c2)CC2(CN4CCC2CC4)O3)n1. RXN SMILES: [Br:1][c:2]1[cH:3][c:4]2[c:5]([n:6][cH:7]1)[O:8][C:9]1([CH2:10][N:11]3[CH2:12][CH2:13][CH:14]1[CH2:15][CH2:16]3)[CH2:17]2.[CH2:18]([Sn:19]([CH2:20][CH3:26])([c:21]1[o:22][cH:23][cH:24][n:25]1)[CH2:27][CH3:28])[CH3:29]>>[c:2]1(-[c:21]2[o:22][cH:23][cH:24][n:25]2)[cH:3][c:4]2[c:5]([n:6][cH:7]1)[O:8][C:9]1([CH2:10][N:11]3[CH2:12][CH2:13][CH:14]1[CH2:15][CH2:16]3)[CH2:17]2. The reactants are BrC1=C(OC2=C1C=C(C=C2)CN2C(=NC(=C2C(=O)OCC)C2CC2)CC)C2=C(C=CC=C2)NS(=O)(=O)C(F)(F)F (Ethyl 1-[[3-bromo-2-[2-[[(trifluoromethyl)sulphonyl]amino]phenyl]-5-benzofuranyl]methyl]-4-cyclopropyl-2-ethyl-1H-imidazole-5-carboxylate). The solvent is [Cl-].[Na+].O (brine), O (water), CO (methanol), [OH-].[Na+] (sodium hydroxide), [OH-].[Na+] (sodium hydroxide). Conditions: time 6 hour. Product: BrC1=C(OC2=C1C=C(C=C2)CN2C(=NC(=C2C(=O)O)C2CC2)CC)C2=C(C=CC=C2)NS(=O)(=O)C(F)(F)F (1-[[3-Bromo-2-[2-[[(trifluoromethyl)sulphonyl]amino]phenyl]-5-benzofuranyl]methyl]-4-cyclopropyl-2-ethyl-1H-imidazole-5-carboxylic Acid). Yield: 104.6%. RXN SMILES: [Br:1][C:2]1[C:6]2[CH:7]=[C:8]([CH2:11][N:12]3[C:16]([C:17]([O:19]CC)=[O:18])=[C:15]([CH:22]4[CH2:24][CH2:23]4)[N:14]=[C:13]3[CH2:25][CH3:26])[CH:9]=[CH:10][C:5]=2[O:4][C:3]=1[C:27]1[CH:32]=[CH:31][CH:30]=[CH:29][C:28]=1[NH:33][S:34]([C:37]([F:40])([F:39])[F:38])(=[O:36])=[O:35]>CO.[OH-].[Na+].[Cl-].[Na+].O.O>[Br:1][C:2]1[C:6]2[CH:7]=[C:8]([CH2:11][N:12]3[C:16]([C:17]([OH:19])=[O:18])=[C:15]([CH:22]4[CH2:23][CH2:24]4)[N:14]=[C:13]3[CH2:25][CH3:26])[CH:9]=[CH:10][C:5]=2[O:4][C:3]=1[C:27]1[CH:32]=[CH:31][CH:30]=[CH:29][C:28]=1[NH:33][S:34]([C:37]([F:40])([F:38])[F:39])(=[O:36])=[O:35] |f:2.3,4.5.6|. Reported procedure: A mixture of the product of Example 3 (1.72 g) and 2N aqueous sodium hydroxide (15 ml) in methanol (30 ml) was stirred at room temperature for 6 h. After standing overnight, the solution was diluted with further 2N aqueous sodium hydroxide (10 ml), stirred for a further 2 h at room temperature and then heated at 40° for 90 mins. After cooling, the solution was diluted with brine (80 ml) and water (50 ml) before being washed with ether (100 ml). The aqueous phase was then acidified with 2N hydroc... Reactants: O=C(Cl)c1ccccc1, O=c1cc(O)cc[nH]1, c1ccncc1. As a reaction SMILES: [C:9]([c:10]1[cH:11][cH:12][cH:13][cH:14][cH:15]1)(=[O:16])[Cl:17].[OH:1][c:2]1[cH:3][c:4](=[O:8])[nH:5][cH:6][cH:7]1.[cH:18]1[cH:19][cH:20][n:21][cH:22][cH:23]1>>[O:1]([c:2]1[cH:3][c:4](=[O:8])[nH:5][cH:6][cH:7]1)[C:9]([c:10]1[cH:11][cH:12][cH:13][cH:14][cH:15]1)=[O:16]. Product: O=C(Oc1cc[nH]c(=O)c1)c1ccccc1. Starting materials: S(=O)(Cl)Cl (Thionyl chloride), C(#N)C=1C=C2C=C(NC2=CC1)C(=O)O (5-cyano-1H-indole-2-carboxylic acid), C(C)O (ethanol), S(=O)(Cl)Cl (thionyl chloride). Yields the product C(#N)C=1C=C2C=C(NC2=CC1)C(=O)OCC (ethyl 5-cyano-1H-indole-2-carboxylate). As a reaction SMILES: S(Cl)(Cl)=O.[C:5]([C:7]1[CH:8]=[C:9]2[C:13](=[CH:14][CH:15]=1)[NH:12][C:11]([C:16]([OH:18])=[O:17])=[CH:10]2)#[N:6].[CH2:19](O)[CH3:20]>>[C:5]([C:7]1[CH:8]=[C:9]2[C:13](=[CH:14][CH:15]=1)[NH:12][C:11]([C:16]([O:18][CH2:19][CH3:20])=[O:17])=[CH:10]2)#[N:6]. Reported procedure: Thionyl chloride (1 mL) was added to a solution of 5-cyano-1H-indole-2-carboxylic acid (D20) (1.1 g) in ethanol (120 mL) at RT. The resulting solution was heated to reflux and stirred when refluxing for 20 hours. Another portion of thionyl chloride (0.5 mL) was added. The reaction mixture was refluxed for 2 hours. The solvent was evaporated to afford ethyl 5-cyano-1H-indole-2-carboxylate (D21) (0.9 g) as a light green solid. MS (ES): C12H10N2O2 requires 214; found 215.2 (M+H+) Reactants: ClC1=C(C=CC(=C1)Cl)S(=O)(=O)NC=1C=C(C(=O)N(C)OC)C(=CN1)SC1=CC=C(C=C1)S(=O)(=O)N1CCCCC1 (2-(2,4-Dichloro-benzenesulfonylamino)-N-methoxy-N-methyl-5-[4-(piperidine-1-sulfonyl)-phenylsulfanyl]-isonicotinamide), C(CC)[Mg]Cl (Propylmagnesium chloride). Run in C1CCOC1 (THF). Run at time 8 hour. The product is C(CCC)(=O)C1=CC(=NC=C1SC1=CC=C(C=C1)S(=O)(=O)N1CCCCC1)NS(=O)(=O)C1=C(C=C(C=C1)Cl)Cl (N -{4-butyryl-5-[4-(piperidine-1-sulfonyl)-phenylsulfanyl]-pyridin-2-yl}-2,4-dichloro-benzenesulfonamide). Yield: 6.8%. Reaction SMILES: [Cl:1][C:2]1[CH:7]=[C:6]([Cl:8])[CH:5]=[CH:4][C:3]=1[S:9]([NH:12][C:13]1[CH:14]=[C:15]([C:22]([S:25][C:26]2[CH:31]=[CH:30][C:29]([S:32]([N:35]3[CH2:40][CH2:39][CH2:38][CH2:37][CH2:36]3)(=[O:34])=[O:33])=[CH:28][CH:27]=2)=[CH:23][N:24]=1)[C:16](N(OC)C)=[O:17])(=[O:11])=[O:10].[CH2:41]([Mg]Cl)[CH2:42][CH3:43]>C1COCC1>[C:16]([C:15]1[C:22]([S:25][C:26]2[CH:27]=[CH:28][C:29]([S:32]([N:35]3[CH2:40][CH2:39][CH2:38][CH2:37][CH2:36]3)(=[O:33])=[O:34])=[CH:30][CH:31]=2)=[CH:23][N:24]=[C:13]([NH:12][S:9]([C:3]2[CH:4]=[CH:5][C:6]([Cl:8])=[CH:7][C:2]=2[Cl:1])(=[O:10])=[O:11])[CH:14]=1)(=[O:17])[CH2:41][CH2:42][CH3:43]. Procedure: 2-(2,4-Dichloro-benzenesulfonylamino)-N-methoxy-N-methyl-5-[4-(piperidine-1-sulfonyl)-phenylsulfanyl]-isonicotinamide (150 mg, 0.233 mmol) was stirred in THF (30 ml) under nitrogen at room temperature. 2M Propylmagnesium chloride (1.2 ml, 2.33 mmol) was added and the reaction stirred overnight. The reaction was quenched using 1N HCl solution partitioned between a mixture of NaHCO3 solution (30 ml) and ethyl acetate (30 ml). The organic layer was dried (MgSO4) and concentrated under reduced press...